From a dataset of the Open Reaction Database (ORD), a public repository of structured organic reaction records. describe an organic reaction: reactants, conditions, products, and yield Starting materials: N1(C=NC=C1)C1=CC=C(C(=O)OCC)C=C1 (Ethyl 4-(imidazol-1-yl)benzoate). Run in Cl (HCl). Product: N1(C=NC=C1)C1=CC=C(C(=O)O)C=C1 (4-(imidazol-1-yl)benzoic acid). As a reaction SMILES: [N:1]1([C:6]2[CH:16]=[CH:15][C:9]([C:10]([O:12]CC)=[O:11])=[CH:8][CH:7]=2)[CH:5]=[CH:4][N:3]=[CH:2]1>Cl>[N:1]1([C:6]2[CH:7]=[CH:8][C:9]([C:10]([OH:12])=[O:11])=[CH:15][CH:16]=2)[CH:5]=[CH:4][N:3]=[CH:2]1. Procedure: Ethyl 4-(imidazol-1-yl)benzoate (0.5 g, 2.3 mmol) was heated at reflux in 5N HCl (40 ml) for 1 h, evaporated to dryness under reduced pressure and the resulting white solid dried in vacuo to afford 4-(imidazol-1-yl)benzoic acid This was suspended in dry toluene (40 ml) and thionyl chloride (2 ml) added under argon. The mixture was heated to reflux for 1.5 h and then evaporated to dryness under reduced pressure. The oil was dissolved in dichloromethane under argon and 4-methoxy-3-(4-methyl-1-pipe... Product: ClC1=CC=C(C=C1)C1=C(C=2N(N=C1)C(N(N2)C(C)C(C)(C)O)=O)C2=CC=C(C=C2)Cl (7,8-bis(4-chlorophenyl)-2-(3-hydroxy-3-methylbutan-2-yl)-[1,2,4]triazolo[4,3-b]pyridazin-3(2H)-one). Procedure: To a solution of 7,8-bis(4-chlorophenyl)-[1,2,4]triazolo[4,3-b]pyridazin-3(2H)-one, (300 mg, 0.84 mmol), prepared as described in Example 1, in 0.6 mL of DMF was added 2,3-epoxy-2-methylbutane (4.8 mg, 0.056 mmol), followed by K2CO3 (15.5 mg, 0.112 mmol). The mixture was heated at 85° C. for 16 h. After this time, an additional 10 mg of K2CO3 and 2,3-epoxy-2-methylbutane (4.8 mg, 0.056 mmol) were added. The reaction was allowed to continue stirring at 85° C. for an additional 48 h. The reaction ... Solvent: CN(C)C=O (DMF). RXN SMILES: [Cl:1][C:2]1[CH:7]=[CH:6][C:5]([C:8]2[CH:13]=[N:12][N:11]3[C:14](=[O:17])[NH:15][N:16]=[C:10]3[C:9]=2[C:18]2[CH:23]=[CH:22][C:21]([Cl:24])=[CH:20][CH:19]=2)=[CH:4][CH:3]=1.[O:25]1[CH:28]([CH3:29])[C:26]1([CH3:30])[CH3:27].C([O-])([O-])=O.[K+].[K+]>CN(C=O)C>[Cl:1][C:2]1[CH:7]=[CH:6][C:5]([C:8]2[CH:13]=[N:12][N:11]3[C:14](=[O:17])[N:15]([CH:28]([C:26]([OH:25])([CH3:30])[CH3:27])[CH3:29])[N:16]=[C:10]3[C:9]=2[C:18]2[CH:23]=[CH:22][C:21]([Cl:24])=[CH:20][CH:19]=2)=[CH:4][CH:3]=1 |f:2.3.4|. Isolated yield 20.1%. Reactants: C(=O)([O-])[O-].[K+].[K+] (K2CO3), O1C(C)(C1C)C (2,3-epoxy-2-methylbutane), ClC1=CC=C(C=C1)C1=C(C=2N(N=C1)C(NN2)=O)C2=CC=C(C=C2)Cl (7,8-bis(4-chlorophenyl)-[1,2,4]triazolo[4,3-b]pyridazin-3(2H)-one), O1C(C)(C1C)C (2,3-epoxy-2-methylbutane), C(=O)([O-])[O-].[K+].[K+] (K2CO3). Reaction conditions: temperature 85 celsius, time 48 hour. Reactants: ice, Cl (HCl), N[C@@H](CC1=CC=CC=C1)C(=O)O (phenylalanine), [OH-].[Na+] (NaOH), ClC=1SC2=C(N1)C=CC=C2 (2-Chlorobenzothiazole). The solvent is O (water), CS(=O)C (DMSO). Reaction conditions: temperature 95 celsius. Yields the product Cl.S1C(=NC2=C1C=CC=C2)N[C@@H](CC2=CC=CC=C2)C(=O)O (N-(Benzothiazol-2-yl)phenylalanine hydrochloride). As a reaction SMILES: [NH2:1][C@H:2]([C:10]([OH:12])=[O:11])[CH2:3][C:4]1[CH:9]=[CH:8][CH:7]=[CH:6][CH:5]=1.[OH-].[Na+].[Cl:15][C:16]1[S:17][C:18]2[CH:24]=[CH:23][CH:22]=[CH:21][C:19]=2[N:20]=1.Cl>CS(C)=O.O>[ClH:15].[S:17]1[C:18]2[CH:24]=[CH:23][CH:22]=[CH:21][C:19]=2[N:20]=[C:16]1[NH:1][C@H:2]([C:10]([OH:12])=[O:11])[CH2:3][C:4]1[CH:9]=[CH:8][CH:7]=[CH:6][CH:5]=1 |f:1.2,7.8|. Reported procedure: 11.8 g phenylalanine (71.4 mmol) was added in portions to a suspension of 5.7 g powdered NaOH (143 mmol) in 50 mL DMSO, and stirred under nitrogen. 2-Chlorobenzothiazole (11 g, 65 mmol) was added over fifteen minutes at room temperature. The reaction was heated on an oil bath at about 95° C. for 4 hours. The reaction mixture was then cooled, poured into 200 mL ice and water, and the pH of the resulting mixture was adjusted to about 1-2 by addition of 10N HCl. Starting materials: COC(C1=C(C=C(C=C1)OC)Cl)=O (2-chloro-4-methoxy-benzoic acid methyl ester), [Li+].[OH-] (LiOH), Cl (HCl). The solvent is O (water), C1CCOC1.CO.O (THF MeOH water). Run at time 2 hour. Yields the product ClC1=C(C(=O)O)C=CC(=C1)OC (2-chloro-4-methoxy-benzoic acid). Isolated yield 97.7%. As a reaction SMILES: C[O:2][C:3](=[O:13])[C:4]1[CH:9]=[CH:8][C:7]([O:10][CH3:11])=[CH:6][C:5]=1[Cl:12].[Li+].[OH-].Cl>C1COCC1.CO.O.O>[Cl:12][C:5]1[CH:6]=[C:7]([O:10][CH3:11])[CH:8]=[CH:9][C:4]=1[C:3]([OH:13])=[O:2] |f:1.2,4.5.6|. Procedure: To 2-chloro-4-methoxy-benzoic acid methyl ester (1.1 g) in THF/MeOH/water (12 mL/3 mL/3 mL) at room temperature was added LiOH (461 mg) dissolved in water. After 2 h, the reaction mixture was adjusted to pH 4 with 1N HCl and partitioned between ethyl acetate and water. The organic layer was washed with brine and dried over MgSO4. Trituration of the resulting solid in ether afforded 1.0 g (98%) of the title compound. MS: 187 (MH+), HPLC tR: 2.04 min. The reactants are COC(C1=C(N=C(C=C1C)C1=CC(=CC=C1)C(F)(F)F)OC)=O (2-methoxy-4-methyl-6-(3-trifluoromethyl-phenyl)-nicotinic acid methyl ester), ClC1=C(C=C(C(=N1)C(=O)N1CCC(CC1)N1CCCC1)C)C1=CC(=CC=C1)C(F)(F)F ([6-Chloro-3-methyl-5-(3-trifluoromethyl-phenyl)-pyridin-2-yl]-(4-pyrrolidin-1-yl-piperidin-1-yl)-methanone), CN1N=CC(=C1)B1OC(C(O1)(C)C)(C)C (1-methyl-4-(4,4,5,5-tetramethyl-[1,3,2]dioxaborolan-2-yl)-1H-pyrazole). The product is CC=1C(=NC(=C(C1)C1=CC(=CC=C1)C(F)(F)F)C=1C=NN(C1)C)C(=O)N1CCC(CC1)N1CCCC1 ([3-Methyl-6-(1-methyl-1H-pyrazol-4-yl)-5-(3-trifluoromethyl-phenyl)-pyridin-2-yl]-(4-pyrrolidin-1-yl-piperidin-1-yl)-methanone). RXN SMILES: COC(=O)C1C(C)=CC(C2C=CC=C(C(F)(F)F)C=2)=NC=1OC.Cl[C:25]1[N:30]=[C:29]([C:31]([N:33]2[CH2:38][CH2:37][CH:36]([N:39]3[CH2:43][CH2:42][CH2:41][CH2:40]3)[CH2:35][CH2:34]2)=[O:32])[C:28]([CH3:44])=[CH:27][C:26]=1[C:45]1[CH:50]=[CH:49][CH:48]=[C:47]([C:51]([F:54])([F:53])[F:52])[CH:46]=1.[CH3:55][N:56]1[CH:60]=[C:59](B2OC(C)(C)C(C)(C)O2)[CH:58]=[N:57]1>>[CH3:44][C:28]1[C:29]([C:31]([N:33]2[CH2:38][CH2:37][CH:36]([N:39]3[CH2:43][CH2:42][CH2:41][CH2:40]3)[CH2:35][CH2:34]2)=[O:32])=[N:30][C:25]([C:59]2[CH:58]=[N:57][N:56]([CH3:55])[CH:60]=2)=[C:26]([C:45]2[CH:50]=[CH:49][CH:48]=[C:47]([C:51]([F:54])([F:53])[F:52])[CH:46]=2)[CH:27]=1. Procedure: In analogy to the procedure described for the preparation of intermediate 5C, [6-chloro-3-methyl-5-(3-trifluoromethyl-phenyl)-pyridin-2-yl]-(4-pyrrolidin-1-yl-piperidin-1-yl)-methanone (example 3) was reacted with 1-methyl-4-(4,4,5,5-tetramethyl-[1,3,2]dioxaborolan-2-yl)-1H-pyrazole to give the title compound as colorless solid. MS: 498.2 (MH+). The reactants are CCCC(=O)CC(=O)OCC, CNC(=O)c1ccc(C)c2[nH]cc(CCO[Si](C)(C)C(C)(C)C)c12, ClCCl. Yields the product CCCC1(CC(=O)OCC)OCCc2c1[nH]c1c(C)ccc(C(=O)NC)c21. RXN SMILES: [C:25]([CH2:26][CH2:27][CH3:28])(=[O:29])[CH2:30][C:31](=[O:32])[O:33][CH2:34][CH3:35].[CH3:1][NH:2][C:3](=[O:4])[c:5]1[c:6]2[c:7]([CH2:15][CH2:16][O:17][Si:18]([C:19]([CH3:20])([CH3:21])[CH3:22])([CH3:23])[CH3:24])[cH:8][nH:9][c:10]2[c:11]([CH3:14])[cH:12][cH:13]1.[Cl:36][CH2:37][Cl:38]>>[CH3:1][NH:2][C:3](=[O:4])[c:5]1[c:6]2[c:7]3[c:8]([nH:9][c:10]2[c:11]([CH3:14])[cH:12][cH:13]1)[C:25]([CH2:26][CH2:27][CH3:28])([CH2:30][C:31](=[O:32])[O:33][CH2:34][CH3:35])[O:17][CH2:16][CH2:15]3.